From a dataset of the Open Reaction Database (ORD), a public repository of structured organic reaction records. describe an organic reaction: reactants, conditions, products, and yield Starting materials: BrCC(=O)NC1=C(C(=O)O)C=CC=C1 (2-(N-Bromoacetylamino)benzoic Acid), COC1=CC=C(N)C=C1 (para-methoxyaniline), CN(C)C=O (DMF), [OH-].[K+] (KOH). Solvent: O (H2O). Yields the product COC1=CC=C(C=C1)NCC(=O)NC1=C(C(=O)O)C=CC=C1 (2-[[N-(4-Methoxyphenyl)amino]acetamido]benzoic Acid). The yield is 81.9%. RXN SMILES: Br[CH2:2][C:3]([NH:5][C:6]1[CH:14]=[CH:13][CH:12]=[CH:11][C:7]=1[C:8]([OH:10])=[O:9])=[O:4].[CH3:15][O:16][C:17]1[CH:23]=[CH:22][C:20]([NH2:21])=[CH:19][CH:18]=1.CN(C=O)C.[OH-].[K+]>O>[CH3:15][O:16][C:17]1[CH:23]=[CH:22][C:20]([NH:21][CH2:2][C:3]([NH:5][C:6]2[CH:14]=[CH:13][CH:12]=[CH:11][C:7]=2[C:8]([OH:10])=[O:9])=[O:4])=[CH:19][CH:18]=1 |f:3.4|. Procedure: A solution of 2-(N-bromoacetylamino)benzoic acid from Example 79 (8.00 g, 31.0 mmol) , para-methoxyaniline (9.55 g, 77.5 mmol) and DMF (80 mL) was heated to 80° C. for 8 h. The mixture was cooled, poured over H2O (1 L) and 5% KOH (300 mL) and washed with CH2Cl2 (3×300 mL). The aqueous layer was acidified to pH 2 with 2N HCl, cooled below room temperature, and filtered. The filter cake was rinsed with cold water (100 mL) and dried under high vacuum at 45° C. to yield 7.62 g (85%) of the title com... The reactants are CC(C)CCNCCC(C)C, Cc1ccccc1, CC(=O)O, CCCCCC, O=C(NC(=O)N(c1ccccc1)c1ccccc1)c1cccnc1. The product is CC(C)CCN(CCC(C)C)C(=O)NC(=O)c1cccnc1. Reaction SMILES: [CH2:32]([CH2:33][CH:34]([CH3:35])[CH3:36])[NH:37][CH2:38][CH2:39][CH:40]([CH3:41])[CH3:42].[CH3:25][c:26]1[cH:27][cH:28][cH:29][cH:30][cH:31]1.[CH3:43][C:44](=[O:45])[OH:46].[CH3:47][CH2:48][CH2:49][CH2:50][CH2:51][CH3:52].[c:1]1([N:2]([c:3]2[cH:4][cH:5][cH:6][cH:7][cH:19]2)[C:8](=[O:9])[NH:10][C:11]([c:12]2[cH:13][n:14][cH:15][cH:16][cH:17]2)=[O:18])[cH:20][cH:21][cH:22][cH:23][cH:24]1>>[C:8](=[O:9])([NH:10][C:11]([c:12]1[cH:13][n:14][cH:15][cH:16][cH:17]1)=[O:18])[N:37]([CH2:32][CH2:33][CH:34]([CH3:35])[CH3:36])[CH2:38][CH2:39][CH:40]([CH3:41])[CH3:42]. Reactants: C1CCOC1, Cl, COC(=O)CN1CCOC(OCc2cc(C(F)(F)F)cc(C(F)(F)F)c2)C1c1ccccc1, [Na+], [OH-], O. Product: O=C(O)CN1CCOC(OCc2cc(C(F)(F)F)cc(C(F)(F)F)c2)C1c1ccccc1. As a reaction SMILES: [CH2:37]1[O:38][CH2:39][CH2:40][CH2:41]1.[ClH:36].[F:1][C:2]([c:3]1[cH:4][c:5]([CH2:6][O:7][CH:8]2[O:9][CH2:10][CH2:11][N:12]([CH2:20][C:21](=[O:22])[O:23][CH3:24])[CH:13]2[c:14]2[cH:15][cH:16][cH:17][cH:18][cH:19]2)[cH:25][c:26]([C:28]([F:29])([F:30])[F:31])[cH:27]1)([F:32])[F:33].[Na+:35].[OH-:34].[OH2:42]>>[F:1][C:2]([c:3]1[cH:4][c:5]([CH2:6][O:7][CH:8]2[O:9][CH2:10][CH2:11][N:12]([CH2:20][C:21](=[O:22])[OH:23])[CH:13]2[c:14]2[cH:15][cH:16][cH:17][cH:18][cH:19]2)[cH:25][c:26]([C:28]([F:29])([F:30])[F:31])[cH:27]1)([F:32])[F:33].